This data is from the Open Reaction Database (ORD), a public repository of structured organic reaction records. The task is: describe an organic reaction: reactants, conditions, products, and yield Starting materials: Cl.ClC1=C(C(=O)Cl)C=CC(=C1)OC1CCN(CC1)C(C)C (2-chloro-4-[(1-isopropyl-4-piperidinyl)oxy]benzoyl chloride hydrochloride), CCN(CC)CC1=CC=CC=C1.C=CC1=CC=CC=C1.C=CC1=CC=C(C=C1)C=C (diethylaminomethyl polystyrene), C1NCC2=CC=CC=C12 (isoindoline). Run in C(Cl)Cl (DCM). Conditions: time 16 hour. Product: Cl.ClC1=C(C(=O)N2CC3=CC=CC=C3C2)C=CC(=C1)OC1CCN(CC1)C(C)C (N-{2-Chloro-4-[(1-isopropyl-4-piperidinyl)oxy]benzoyl}isoindoline hydrochloride). Isolated yield 72.9%. Reaction SMILES: Cl.[Cl:2][C:3]1[CH:11]=[C:10]([O:12][CH:13]2[CH2:18][CH2:17][N:16]([CH:19]([CH3:21])[CH3:20])[CH2:15][CH2:14]2)[CH:9]=[CH:8][C:4]=1[C:5](Cl)=[O:6].CC[N:24]([CH2:27][C:28]1[CH:33]=[CH:32][CH:31]=[CH:30][CH:29]=1)[CH2:25]C.C=CC1C=CC=CC=1.C=CC1C=CC(C=C)=CC=1.C1C2C(=CC=CC=2)CN1>C(Cl)Cl>[ClH:2].[Cl:2][C:3]1[CH:11]=[C:10]([O:12][CH:13]2[CH2:18][CH2:17][N:16]([CH:19]([CH3:21])[CH3:20])[CH2:15][CH2:14]2)[CH:9]=[CH:8][C:4]=1[C:5]([N:24]1[CH2:25][C:29]2[C:28](=[CH:33][CH:32]=[CH:31][CH:30]=2)[CH2:27]1)=[O:6] |f:0.1,2.3.4,7.8|. Procedure: A stirred mixture of 2-chloro-4-[(1-isopropyl-4-piperidinyl)oxy]benzoyl chloride hydrochloride (D33) (0.20 g) and diethylaminomethyl polystyrene (3.2 mmol/g, 1.0 g) in DCM (10 ml) at rt was treated with isoindoline (0.08 g) and stirred for 16 h. The reaction mixture was chromatographed directly [silica gel, step gradient 0-10% MeOH (containing 10% 0.880 ammonia solution) in DCM]. Fractions containing the required product were evaporated, redissolved in DCM, treated with excess hydrogen chloride ... The reactants are NC=1C=CC(=NC1)OC=1C=C2CCC(OC2=CC1)C1=CC=CC=C1 (5-amino-2-(2-phenylchroman-6-yloxy)pyridine), FC1=C(C=CC=C1)C1OC2=CC=C(C=C2CC1)OC1=NC=C(C=C1)[N+](=O)[O-] (2-[2-(2-fluorophenyl)chroman-6-yloxy]-5-nitropyridine). Yields the product FC1=C(C=CC=C1)C1OC2=CC=C(C=C2CC1)OC1=CC=C(C=N1)N (6-[2-(2-Fluorophenyl)chroman-6-yloxy]-pyridin-3-ylamine). RXN SMILES: NC1C=CC(OC2C=C3C(=CC=2)OC(C2C=CC=CC=2)CC3)=NC=1.[F:25][C:26]1[CH:31]=[CH:30][CH:29]=[CH:28][C:27]=1[CH:32]1[CH2:41][CH2:40][C:39]2[C:34](=[CH:35][CH:36]=[C:37]([O:42][C:43]3[CH:48]=[CH:47][C:46]([N+:49]([O-])=O)=[CH:45][N:44]=3)[CH:38]=2)[O:33]1>>[F:25][C:26]1[CH:31]=[CH:30][CH:29]=[CH:28][C:27]=1[CH:32]1[CH2:41][CH2:40][C:39]2[C:34](=[CH:35][CH:36]=[C:37]([O:42][C:43]3[N:44]=[CH:45][C:46]([NH2:49])=[CH:47][CH:48]=3)[CH:38]=2)[O:33]1. Procedure details: 6-[2-(2-Fluorophenyl)chroman-6-yloxy]-pyridin-3-ylamine was prepared as described for 5-amino-2-(2-phenylchroman-6-yloxy)pyridine in Example 26 starting from 240 mg of 2-[2-(2-fluorophenyl)chroman-6-yloxy]-5-nitropyridine (Example 19(d)). 1H NMR (400 MHz, d6-DMSO) δ: 7.52 (m, 1H), 7.51 (d, 1H, J 3.0 Hz), 7.41 (m, 1H), 7.28-7.24 (m, 2H), 7.05 (dd, 1H, J 8.6, 3.0 Hz), 6.81-6.73 (m, 3H), 6.70 (d, 1H, J 8.6 Hz), 5.31 (dd, 1H, J 10.3, 2.2 Hz), 5.00 (s, 2H), 2.98 (m, 1H), 2.72 (m, 1H), 2.15 (m, 1H), 2... The reactants are [N+](=[N-])=C (diazomethane), COC=1C(=C(C(=O)O)C=CC1OC)O (3,4-dimethoxy-2-hydroxybenzoic acid), C(C)(=O)O (acetic acid). Run in C(C)OCC (diethyl ether), C(C)OCC (diethyl ether). Conditions: time 10 minute. Yields the product COC=1C(=C(C(=O)OC)C=CC1OC)O (Methyl 3,4-dimethoxy-2-hydroxybenzoate). Isolated yield 94.0%. RXN SMILES: [N+](=C)=[N-].[CH3:4][O:5][C:6]1[C:7]([OH:17])=[C:8]([CH:12]=[CH:13][C:14]=1[O:15][CH3:16])[C:9]([OH:11])=[O:10].[C:18](O)(=O)C>C(OCC)C>[CH3:4][O:5][C:6]1[C:7]([OH:17])=[C:8]([CH:12]=[CH:13][C:14]=1[O:15][CH3:16])[C:9]([O:11][CH3:18])=[O:10]. Procedure: A solution of diazomethane in diethyl ether (30 ml, 0.25M, 0.0075 mol) was added to a solution of 3,4-dimethoxy-2-hydroxybenzoic acid (1.5 g, 0.0075 mol) in diethyl ether (50 ml) and the reaction stirred at room temperature for 10 minutes. Glacial acetic acid was then added and stirring continued for a further 18 hours. The reaction mixture was concentrated under reduced pressure and the residue partitioned between dichloromethane (40 ml) and aqueous sodium hydrogen carbonate solution (40 ml). T... The reactants are BrC=1C=C2C(=CC1)OC=1C(=NC(=CC1[C@@]21N=C(OCC1)N)Cl)F ((S)-7-bromo-3-chloro-1-fluoro-5′,6′-dihydrospiro[chromeno[2,3-c]pyridine-5,4′-[1,3]oxazin]-2′-amine), N1=CC(=CC=C1)B(O)O (3-pyridylboronic acid), FC1=NC=CC(=C1)B(O)O (2-fluoropyridine-4-boronic acid). The product is FC1=NC(=CC2=C1OC1=CC=C(C=C1[C@]21N=C(OCC1)N)C=1C=NC=CC1)C1=CC(=NC=C1)F ((S)-1-fluoro-3-(2-fluoropyridin-4-yl)-7-(pyridin-3-yl)-5′,6′-dihydrospiro[chromeno[2,3-c]pyridine-5,4′-[1,3]oxazin]-2′-amine). As a reaction SMILES: Br[C:2]1[CH:3]=[C:4]2[C@@:15]3([CH2:20][CH2:19][O:18][C:17]([NH2:21])=[N:16]3)[C:14]3[CH:13]=[C:12](Cl)[N:11]=[C:10]([F:23])[C:9]=3[O:8][C:5]2=[CH:6][CH:7]=1.[N:24]1[CH:29]=[CH:28][CH:27]=[C:26](B(O)O)[CH:25]=1.[F:33][C:34]1[CH:39]=[C:38](B(O)O)[CH:37]=[CH:36][N:35]=1>>[F:23][C:10]1[C:9]2[O:8][C:5]3[C:4]([C@@:15]4([CH2:20][CH2:19][O:18][C:17]([NH2:21])=[N:16]4)[C:14]=2[CH:13]=[C:12]([C:38]2[CH:37]=[CH:36][N:35]=[C:34]([F:33])[CH:39]=2)[N:11]=1)=[CH:3][C:2]([C:26]1[CH:25]=[N:24][CH:29]=[CH:28][CH:27]=1)=[CH:7][CH:6]=3. Procedure details: The title compound was synthesized by steps analogous to those described in method A1 above, but using intermediate 15B, 3-pyridylboronic acid and 2-fluoropyridine-4-boronic acid. MS m/z=458.0 [M+H]+. Calculated for C25H17F2N5O2: 457.14 Reactants: S(O)(O)(=O)=O (sulfuric acid), OCCC(C)=O (1-hydroxy-3-butanone), alcoholate, BrC1=CC=C(C=C1)C1=CC=CC=C1 (4-bromobiphenyl), [Mg] (magnesium). Run in CCOCC (ether), CCOCC (ether). The product is C1(=C(C=CC=C1)C(CCO)(C)O)C1=CC=CC=C1 (3-p-biphenylyl-1,3-butane-diol). As a reaction SMILES: [OH:1][CH2:2][CH2:3][C:4](=[O:6])[CH3:5].Br[C:8]1[CH:13]=[CH:12][C:11]([C:14]2[CH:19]=[CH:18][CH:17]=[CH:16][CH:15]=2)=[CH:10][CH:9]=1.[Mg].S(=O)(=O)(O)O>CCOCC>[C:11]1([C:14]2[CH:19]=[CH:18][CH:17]=[CH:16][CH:15]=2)[CH:12]=[CH:13][CH:8]=[CH:9][C:10]=1[C:4]([OH:6])([CH3:5])[CH2:3][CH2:2][OH:1]. Procedure details: 0.44 g. of 1-hydroxy-3-butanone in 40 ml. of ether is added dropwise at 20°, with stirring, to a Grignard solution prepared from 2.33 g. of 4-bromobiphenyl and 0.24 g. of magnesium in 100 ml. of ether. The mixture is stirred for a further two hours, the resulting alcoholate is decomposed by means of dilute sulfuric acid, and standard working up gives 3-p-biphenylyl-1,3-butane-diol, m.p. 115°-117°. Starting materials: C(#N)C=C(C1=CC=C(C=C1)C(F)(F)F)NC(OCC)=O (Ethyl {2-cyano-1-[4-(trifluoromethyl)phenyl]ethenyl}carbamate), N1(CCOCC1)CC(=O)NN (2-morpholin-4-ylacetohydrazide), C(C)(=O)OCC (ethyl acetate), O (water). Solvent: CN1CCCC1=O (NMP). Reaction conditions: temperature 190 celsius, time 4 hour. Yields the product N1(CCOCC1)CC1=NN2C(=NC(=CC2=N1)C1=CC=C(C=C1)C(F)(F)F)O (2-(Morpholin-4-ylmethyl)-7-[4-(trifluoromethyl)phenyl][1,2,4]-triazolo[1,5-c]pyrimidin-5-ol). As a reaction SMILES: [C:1]([CH:3]=[C:4]([NH:15][C:16](=[O:20])OCC)[C:5]1[CH:10]=[CH:9][C:8]([C:11]([F:14])([F:13])[F:12])=[CH:7][CH:6]=1)#[N:2].[N:21]1([CH2:27][C:28]([NH:30][NH2:31])=O)[CH2:26][CH2:25][O:24][CH2:23][CH2:22]1.C(OCC)(=O)C.O>CN1C(=O)CCC1>[N:21]1([CH2:27][C:28]2[N:2]=[C:1]3[N:31]([C:16]([OH:20])=[N:15][C:4]([C:5]4[CH:6]=[CH:7][C:8]([C:11]([F:12])([F:13])[F:14])=[CH:9][CH:10]=4)=[CH:3]3)[N:30]=2)[CH2:26][CH2:25][O:24][CH2:23][CH2:22]1. Procedure: 2.4 g (8.4 mmol) of ethyl {2-cyano-1-[4-(trifluoromethyl)phenyl]ethenyl}carbamate (Example 129A) and 1.34 g (8.4 mmol) of 2-morpholin-4-ylacetohydrazide are dissolved in NMP (12 ml) and stirred in a flask with a calcium chloride drying tube at an oil-bath temperature of 190° C. for 4 h. The reaction mixture is cooled to RT and ethyl acetate (150 ml) and water (100 ml) are added. The organic phase is washed with saturated sodium bicarbonate solution, separated off, dried with magnesium sulphate a...